Dataset: the Open Reaction Database (ORD), a public repository of structured organic reaction records. Task: describe an organic reaction: reactants, conditions, products, and yield As a reaction SMILES: C(O[C:6]([N:8]1[CH2:12][C:11](=[N:13][O:14][CH2:15][C:16]2[CH:21]=[CH:20][C:19]([Cl:22])=[C:18]([Cl:23])[CH:17]=2)[CH2:10][C@H:9]1[C:24]([OH:26])=O)=[O:7])(C)(C)C.[CH3:27][N:28]([CH3:35])[CH2:29][CH2:30][CH2:31]C(Cl)=O.[N:36]1[C:45]2[C:40](=[CH:41][C:42]([NH2:46])=[CH:43][CH:44]=2)[CH:39]=[CH:38][CH:37]=1>>[Cl:23][C:18]1[CH:17]=[C:16]([CH:21]=[CH:20][C:19]=1[Cl:22])[CH2:15][O:14][N:13]=[C:11]1[CH2:12][N:8]([C:6](=[O:7])[CH2:31][CH2:30][CH2:29][N:28]([CH3:35])[CH3:27])[C@H:9]([C:24]([NH:46][C:42]2[CH:41]=[C:40]3[C:45](=[CH:44][CH:43]=2)[N:36]=[CH:37][CH:38]=[CH:39]3)=[O:26])[CH2:10]1. Starting materials: C(C)(C)(C)OC(=O)N1[C@@H](CC(C1)=NOCC1=CC(=C(C=C1)Cl)Cl)C(=O)O ((2S,4EZ)-1-(tert-butoxycarbonyl)-4-{[(3,4-dichlorobenzyl)oxy]imino}-2-pyrrolidinecarboxylic acid), CN(CCCC(=O)Cl)C (4-(dimethylamino)butanoyl chloride), N1=CC=CC2=CC(=CC=C12)N (6-quinolinamine). The product is ClC=1C=C(CON=C2C[C@H](N(C2)C(CCCN(C)C)=O)C(=O)NC=2C=C3C=CC=NC3=CC2)C=CC1Cl ((2S,4EZ)-4-{[(3,4-dichlorobenzyl)oxy]imino}-1-[4-(dimethylamino)butanoyl]-N-(6-quinolinyl)-2-pyrrolidinecarboxamide). Procedure details: Following the general method as outlined in Example 22, starting from (2S,4EZ)-1-(tert-butoxycarbonyl)-4-{[(3,4-dichlorobenzyl)oxy]imino}-2-pyrrolidinecarboxylic acid, 4-(dimethylamino)butanoyl chloride, and 6-quinolinamine the title compound was obtained in 95% purity by LC/MS. MS(ESI+): m/z=542.6. Starting materials: C(C)(C)(C)OC(=O)N1CCC(CC1)SC(C)=O (N-t-butyloxycarbonyl-4-acetylthiopiperidine), BrCCCCCCBr (1,6-dibromohexane), CO.C[O-].[Na+] (sodium methoxide methanol). The solvent is C1CCOC1 (THF), CO (methanol). Product: BrCCCCCCSC1CCN(CC1)C(=O)OC(C)(C)C (4-(6-bromohexylthio)-N-t-butyloxycarbonylpiperidine). Isolated yield 61.4%. As a reaction SMILES: [C:1]([O:5][C:6]([N:8]1[CH2:13][CH2:12][CH:11]([S:14][C:15](=O)[CH3:16])[CH2:10][CH2:9]1)=[O:7])([CH3:4])([CH3:3])[CH3:2].CO.C[O-].[Na+].[Br:23][CH2:24][CH2:25][CH2:26][CH2:27]CCBr>C1COCC1.CO>[Br:23][CH2:24][CH2:25][CH2:26][CH2:27][CH2:16][CH2:15][S:14][CH:11]1[CH2:12][CH2:13][N:8]([C:6]([O:5][C:1]([CH3:4])([CH3:3])[CH3:2])=[O:7])[CH2:9][CH2:10]1 |f:1.2.3|. Procedure details: To a solution of N-t-butyloxycarbonyl-4-acetylthiopiperidine (5.5 g) in a mixture of THF (50 ml) and methanol (50 ml) was added 28% sodium methoxide methanol solution (4.76 ml) with stirring under ice-cooling and stirred at the same temperature for 30 minutes. To the solution was added 1,6-dibromohexane (17.1 g) under ice-cooling, and the mixture was successively stirred at ambient temperature for 30 minutes and then stirred at 45° C. for 2 hours. The reaction mixture was concentrated in vacuo. ... Reactants: CCOCCc1cc(OC)c(-c2ccc(CC(NC(=O)c3c(Cl)cccc3Cl)C(=O)OC(C)(C)C)cc2)c(OC)c1, ClCCl. The product is CCOCCc1cc(OC)c(-c2ccc(CC(NC(=O)c3c(Cl)cccc3Cl)C(=O)O)cc2)c(OC)c1. Reaction SMILES: [C:1]([CH3:2])([CH3:3])([CH3:4])[O:5][C:6]([CH:7]([NH:8][C:9]([c:10]1[c:11]([Cl:17])[cH:12][cH:13][cH:14][c:15]1[Cl:16])=[O:18])[CH2:19][c:20]1[cH:21][cH:22][c:23](-[c:26]2[c:27]([O:39][CH3:40])[cH:28][c:29]([CH2:34][CH2:35][O:36][CH2:37][CH3:38])[cH:30][c:31]2[O:32][CH3:33])[cH:24][cH:25]1)=[O:41].[Cl:42][CH2:43][Cl:44]>>[O:5]=[C:6]([CH:7]([NH:8][C:9]([c:10]1[c:11]([Cl:17])[cH:12][cH:13][cH:14][c:15]1[Cl:16])=[O:18])[CH2:19][c:20]1[cH:21][cH:22][c:23](-[c:26]2[c:27]([O:39][CH3:40])[cH:28][c:29]([CH2:34][CH2:35][O:36][CH2:37][CH3:38])[cH:30][c:31]2[O:32][CH3:33])[cH:24][cH:25]1)[OH:41]. Reactants: ClC1=C(C=CC(=C1)Cl)C1(C(N(C2=CC(=CC(=C12)C(F)(F)F)I)C[C@@H]1C[C@H](C1)N(CC)CC)=O)O (3-(2,4-dichlorophenyl)-1-[trans-3-(diethylamino)cyclobutylmethyl]-4-trifluoromethyl-3-hydroxy-6-iodo-1,3-dihydro-2H-indol-2-one), tetrakistriphenylphosphine palladium, CN(C=O)C (N,N-dimethylformamide), C([O-])(O)=O.[Na+] (sodium bicarbonate). Reagents/catalysts: [C-]#N.[Zn+2].[C-]#N (zinc cyanide). Reaction conditions: time 2 hour. Yields the product ClC1=C(C=CC(=C1)Cl)C1(C(N(C2=CC(=CC(=C12)C(F)(F)F)C#N)C[C@@H]1C[C@H](C1)N(CC)CC)=O)O (3-(2,4-dichlorophenyl)-1-[trans-3-(diethylamino)-cyclobutylmethyl]-4-trifluoromethyl-3-hydroxy-6-cyano-1,3-dihydro-2H-indol-2-one). The yield is 94.0%. RXN SMILES: [Cl:1][C:2]1[CH:7]=[C:6]([Cl:8])[CH:5]=[CH:4][C:3]=1[C:9]1([OH:34])[C:17]2[C:12](=[CH:13][C:14](I)=[CH:15][C:16]=2[C:18]([F:21])([F:20])[F:19])[N:11]([CH2:23][C@H:24]2[CH2:27][C@H:26]([N:28]([CH2:31][CH3:32])[CH2:29][CH3:30])[CH2:25]2)[C:10]1=[O:33].C(=O)(O)[O-].[Na+].[CH3:40][N:41](C)C=O>[C-]#N.[Zn+2].[C-]#N>[Cl:1][C:2]1[CH:7]=[C:6]([Cl:8])[CH:5]=[CH:4][C:3]=1[C:9]1([OH:34])[C:17]2[C:12](=[CH:13][C:14]([C:40]#[N:41])=[CH:15][C:16]=2[C:18]([F:21])([F:20])[F:19])[N:11]([CH2:23][C@H:24]2[CH2:27][C@H:26]([N:28]([CH2:31][CH3:32])[CH2:29][CH3:30])[CH2:25]2)[C:10]1=[O:33] |f:1.2,4.5.6|. Procedure: To a solution of the compound of Example 1-2 (68 mg, 0.11 mmol) in N,N-dimethylformamide (1.1 mL) were added zinc cyanide (15 mg, 0.13 mmol) and tetrakistriphenylphosphine palladium (25 mg, 0.02 mmol), and the reaction was carried out at 80° C. for 2 hours. To the reaction solution was added saturated aqueous sodium bicarbonate, and the mixture was extracted with toluene-ethyl acetate (1:1). The organic layer was dried over magnesium sulfate and filtered, and then evaporated and purified by sili... The reactants are CCO, CSCc1cc(F)c(C)c(F)c1N. Product: Cc1cc(F)c(C)c(F)c1N. RXN SMILES: [CH3:14][CH2:15][OH:16].[F:1][c:2]1[c:3]([NH2:4])[c:5]([CH2:11][S:12][CH3:13])[cH:6][c:7]([F:10])[c:8]1[CH3:9]>>[F:1][c:2]1[c:3]([NH2:4])[c:5]([CH3:11])[cH:6][c:7]([F:10])[c:8]1[CH3:9]. Reactants: CNC(=O)C(=O)O, COc1cccc(C(Oc2ccc3c(cnn3-c3ccc(F)cc3)c2)C(C)N)c1. Product: CNC(=O)C(=O)NC(C)C(Oc1ccc2c(cnn2-c2ccc(F)cc2)c1)c1cccc(OC)c1. As a reaction SMILES: [CH3:30][NH:31][C:32]([C:33](=[O:34])[OH:35])=[O:36].[F:1][c:2]1[cH:3][cH:4][c:5](-[n:8]2[n:9][cH:10][c:11]3[cH:12][c:13]([O:17][CH:18]([CH:19]([CH3:20])[NH2:21])[c:22]4[cH:23][c:24]([O:28][CH3:29])[cH:25][cH:26][cH:27]4)[cH:14][cH:15][c:16]23)[cH:6][cH:7]1>>[F:1][c:2]1[cH:3][cH:4][c:5](-[n:8]2[n:9][cH:10][c:11]3[cH:12][c:13]([O:17][CH:18]([CH:19]([CH3:20])[NH:21][C:33]([C:32]([NH:31][CH3:30])=[O:36])=[O:34])[c:22]4[cH:23][c:24]([O:28][CH3:29])[cH:25][cH:26][cH:27]4)[cH:14][cH:15][c:16]23)[cH:6][cH:7]1. The reactants are O (water), ClC=1N=CC2=C(N(CCC(N2)=O)C2CCC2)N1 (2-chloro-9-cyclobutyl-5,7,8,9-tetrahydro-pyrimido[4,5-b][1,4]diazepin-6-one), C([O-])([O-])=O.[Cs+].[Cs+] (cesium carbonate), IC (iodomethane). Run in CN(C=O)C (dimethylformamide). Conditions: time 8 hour. Yields the product ClC=1N=CC2=C(N(CCC(N2C)=O)C2CCC2)N1 (2-chloro-9-cyclobutyl-5-methyl-5,7,8,9-tetrahydro-pyrimido[4,5-b][1,4]diazepin-6-one). Reaction SMILES: [Cl:1][C:2]1[N:3]=[CH:4][C:5]2[NH:11][C:10](=[O:12])[CH2:9][CH2:8][N:7]([CH:13]3[CH2:16][CH2:15][CH2:14]3)[C:6]=2[N:17]=1.[C:18](=O)([O-])[O-].[Cs+].[Cs+].IC.O>CN(C)C=O>[Cl:1][C:2]1[N:3]=[CH:4][C:5]2[N:11]([CH3:18])[C:10](=[O:12])[CH2:9][CH2:8][N:7]([CH:13]3[CH2:16][CH2:15][CH2:14]3)[C:6]=2[N:17]=1 |f:1.2.3|. Procedure: A mixture of 0.127 g (0.0005 mole) of 2-chloro-9-cyclobutyl-5,7,8,9-tetrahydro-pyrimido[4,5-b][1,4]diazepin-6-one (VI-23), 0.442 g (0.0014 mole) of cesium carbonate and 0.13 g (0.0009 mole) of iodomethane in 1 mL of dimethylformamide was stirred overnight at ambient temperature and then 2 mL of water was added and the mixture stirred for an additional 10 minutes. A solid formed, which was collected by filtration, to give 2-chloro-9-cyclobutyl-5-methyl-5,7,8,9-tetrahydro-pyrimido[4,5-b][1,4]diaze... Reactants: CC(=O)[O-], CC(=O)O, CCOC(C)=O, C[N+](=O)[O-], [NH4+], O, O=Cc1ccc(COc2ccccn2)cc1. Yields the product O=[N+]([O-])C=Cc1ccc(COc2ccccn2)cc1. RXN SMILES: [CH3:22][C:23](=[O:24])[O-:25].[CH3:26][C:27](=[O:28])[OH:29].[CH3:31][CH2:32][O:33][C:34](=[O:35])[CH3:36].[N+:17](=[O:18])([O-:19])[CH3:20].[NH4+:21].[OH2:30].[n:1]1[c:2]([O:7][CH2:8][c:9]2[cH:10][cH:11][c:12]([CH:13]=[O:14])[cH:15][cH:16]2)[cH:3][cH:4][cH:5][cH:6]1>>[n:1]1[c:2]([O:7][CH2:8][c:9]2[cH:10][cH:11][c:12]([CH:13]=[CH:20][N+:17](=[O:18])[O-:19])[cH:15][cH:16]2)[cH:3][cH:4][cH:5][cH:6]1.